Dataset: the Open Reaction Database (ORD), a public repository of structured organic reaction records. Task: describe an organic reaction: reactants, conditions, products, and yield The reactants are COC=1C=C(C(=O)OCC)C(=CC1OCCCN1CCOCC1)[N+](=O)[O-] (ethyl 3-methoxy-4-(3-morpholinopropoxy)-6-nitrobenzoate). The reagents and catalysts are [Pd] (palladium on carbon). The solvent is C(C)O (ethanol), C(C)(=O)OCC (ethyl acetate). Conditions: time 18 hour. Product: COC=1C=C(C(=O)OCC)C(=CC1OCCCN1CCOCC1)N (ethyl 3-methoxy-4-(3-morpholinopropoxy)-6-aminobenzoate). Isolated yield 100.4%. As a reaction SMILES: [CH3:1][O:2][C:3]1[CH:4]=[C:5]([C:11]([N+:24]([O-])=O)=[CH:12][C:13]=1[O:14][CH2:15][CH2:16][CH2:17][N:18]1[CH2:23][CH2:22][O:21][CH2:20][CH2:19]1)[C:6]([O:8][CH2:9][CH3:10])=[O:7]>[Pd].C(O)C.C(OCC)(=O)C>[CH3:1][O:2][C:3]1[CH:4]=[C:5]([C:11]([NH2:24])=[CH:12][C:13]=1[O:14][CH2:15][CH2:16][CH2:17][N:18]1[CH2:19][CH2:20][O:21][CH2:22][CH2:23]1)[C:6]([O:8][CH2:9][CH3:10])=[O:7]. Procedure: A suspension of ethyl 3-methoxy-4-(3-morpholinopropoxy)-6-nitrobenzoate (132.2 g, 359 mmol) and 10% palladium on carbon (3.0 g) in a mixture of ethanol (200 ml) and ethyl acetate (2000 ml) was stirred under an atmosphere of hydrogen for 18 hours. Removal of the catalyst by filtration, followed by solvent evaporation in vacuo yielded ethyl 3-methoxy-4-(3-morpholinopropoxy)-6-aminobenzoate (122 g, 100% yield) as a brown oil: The reactants are ClC(C(OC(C(C(C(F)(F)Cl)(F)Cl)(F)F)(F)Cl)(F)Cl)(F)F (1,2,4,6, 7-pentachloro-1,1,2,4,5,5,6,7,7-nonafluoro-3-oxa-heptane). The reagents and catalysts are [Zn] (zinc). The solvent is CN(C=O)C (dimethylformamide). The product is C(F)(F)=C(F)C(F)(F)C(F)(Cl)OC(F)=C(F)F (CF2═CFCF2CFClOCF═CF2). The yield is 57.6%. RXN SMILES: Cl[C:2]([F:21])([F:20])[C:3](Cl)([F:18])[O:4][C:5]([Cl:17])([F:16])[C:6]([F:15])([F:14])[C:7](Cl)([F:12])[C:8](Cl)([F:10])[F:9]>[Zn].CN(C)C=O>[C:8](=[C:7]([C:6]([C:5]([O:4][C:3](=[C:2]([F:20])[F:21])[F:18])([Cl:17])[F:16])([F:15])[F:14])[F:12])([F:10])[F:9]. Procedure details: Into a 500 ml four-necked flask equipped with a stirrer, a reflux condenser and a dropping funnel, 120 g (1.84 mol) of zinc was introduced, and 200 ml of dimethylformamide was introduced thereinto in an atmosphere of an inert gas. Then, the pressure in the system was reduced to 4 kPa, and the internal temperature was adjusted to from 50 to 55° C., and 100 g (0.23 mol) of CF2ClCFClCF2CFClOCFClCF2Cl was dropwise added thereto gradually by the dropping funnel, and the resulting product was quickly ... Starting materials: Cl[C@@H]1C[C@H]([C@@H]([C@H]1C\C=C/CCCC(=O)OC)C=O)OC1OCCCC1 (methyl (5Z)-7-[(1R,2R,3R,5R)-5-chloro-2-formyl-3-(tetrahydro-2 H-pyran-2-yloxy)cyclopentyl]-5-heptenoate), C(=O)[C@@H]1N(C(OC1)=O)CCSC=1SC=C(N1)C(=O)OCC (ethyl 2-({2-[(4R)-4-formyl-2-oxo-1,3-oxazolidin-3-yl]ethyl}thio)-1,3-thiazole-4-carboxylate), C[C@H](CC(CP(OC)(OC)=O)=O)CCCC (dimethyl [(4S)-4-methyl-2-oxooctyl]phosphonate). As a reaction SMILES: [Cl:1][C@H:2]1[C@H:6]([CH2:7]/[CH:8]=[CH:9]\[CH2:10][CH2:11][CH2:12][C:13]([O:15][CH3:16])=[O:14])[C@@H:5]([CH:17]=O)[C@H:4]([O:19][CH:20]2[CH2:25][CH2:24][CH2:23][CH2:22][O:21]2)[CH2:3]1.C([C@H]1COC(=O)N1CCSC1SC=C(C(OCC)=O)N=1)=O.[CH3:47][C@@H:48]([CH2:59][CH2:60][CH2:61][CH3:62])[CH2:49][C:50](=[O:58])[CH2:51]P(=O)(OC)OC>>[Cl:1][C@H:2]1[C@H:6]([CH2:7]/[CH:8]=[CH:9]\[CH2:10][CH2:11][CH2:12][C:13]([O:15][CH3:16])=[O:14])[C@@H:5](/[CH:17]=[CH:51]/[C:50](=[O:58])[CH2:49][C@@H:48]([CH3:47])[CH2:59][CH2:60][CH2:61][CH3:62])[C@H:4]([O:19][CH:20]2[CH2:25][CH2:24][CH2:23][CH2:22][O:21]2)[CH2:3]1. The product is Cl[C@@H]1C[C@H]([C@@H]([C@H]1C\C=C/CCCC(=O)OC)\C=C\C(C[C@H](CCCC)C)=O)OC1OCCCC1 (methyl (5Z)-7-{(1R,2R,3R,5R)-5-chloro-2-[(1E,5S)-5-methyl-3-oxo-1-nonenyl]-3-(tetrahydro-2 H-pyran-2-yloxy)cyclopentyl}-5-heptenoate). Procedure: By the same procedure as the reaction of Example 6 using methyl (5Z)-7-[(1R,2R,3R,5R)-5-chloro-2-formyl-3-(tetrahydro-2 H-pyran-2-yloxy)cyclopentyl]-5-heptenoate (Reg. No. 261772-21-8) instead of the compound 5 and using dimethyl [(4S)-4-methyl-2-oxooctyl]phosphonate instead of dimethyl (3,3-dimethyl-2-oxoheptyl)phosphonate, the title compound (360 mg) having the following physical data was obtained. Starting materials: BrC1=CC(=CC=2N(C(=NC21)C(F)F)CC2=C(C(=CC=C2)C(F)(F)F)C)N (4-bromo-2-(difluoromethyl)-1-(2-methyl-3-(trifluoromethyl)benzyl)-1H-benzo[d]imidazol-6-amine), [OH-].[Na+] (sodium hydroxide), BrCCOCCBr (1-bromo-2-(2-bromoethoxy)ethane). The reagents and catalysts are [I-].C(CCC)[N+](CCCC)(CCCC)CCCC (tetrabutylammonium iodide). Run at time 2.5 hour. Yields the product BrC1=CC(=CC=2N(C(=NC21)C(F)F)CC2=C(C(=CC=C2)C(F)(F)F)C)N2CCOCC2 (4-(4-bromo-2-(difluoromethyl)-1-(2-methyl-3-(trifluoromethyl)benzyl)-1H-benzo[d]imidazol-6-yl)morpholine). Isolated yield 36.3%. Reaction SMILES: [Br:1][C:2]1[C:10]2[N:9]=[C:8]([CH:11]([F:13])[F:12])[N:7]([CH2:14][C:15]3[CH:20]=[CH:19][CH:18]=[C:17]([C:21]([F:24])([F:23])[F:22])[C:16]=3[CH3:25])[C:6]=2[CH:5]=[C:4]([NH2:26])[CH:3]=1.[OH-].[Na+].Br[CH2:30][CH2:31][O:32][CH2:33][CH2:34]Br>[I-].C([N+](CCCC)(CCCC)CCCC)CCC>[Br:1][C:2]1[C:10]2[N:9]=[C:8]([CH:11]([F:13])[F:12])[N:7]([CH2:14][C:15]3[CH:20]=[CH:19][CH:18]=[C:17]([C:21]([F:24])([F:22])[F:23])[C:16]=3[CH3:25])[C:6]=2[CH:5]=[C:4]([N:26]2[CH2:34][CH2:33][O:32][CH2:31][CH2:30]2)[CH:3]=1 |f:1.2,4.5|. Procedure: Two combined batches of 4-bromo-2-(difluoromethyl)-1-(2-methyl-3-(trifluoromethyl)benzyl)-1H-benzo[d]imidazol-6-amine (1.087 g, 2.503 mmol) was stirred in 6M sodium hydroxide (30 mL, 180 mmol) solution with 1-bromo-2-(2-bromoethoxy)ethane (1.5 mL, 12.03 mmol) and tetrabutylammonium iodide (0.092 g, 0.250 mmol) at 110° C. After stirring for 2.5 hr the mixture was cooled and the aqueous was decanted and the remaining sticky solid was dissolved in EtOAc. The organic was washed with H2O and brine an... Reaction SMILES: C1C2C(OC([NH:17][C@@H:18]([CH3:49])[C:19]([NH:21][C:22]3[CH:48]=[CH:47][C:25]([CH2:26][C@@H:27]4[CH2:31][CH2:30][C@H:29]([C@H:32]([OH:39])[C:33]5[CH:34]=[N:35][CH:36]=[CH:37][CH:38]=5)[N:28]4[C:40]([O:42][C:43]([CH3:46])([CH3:45])[CH3:44])=[O:41])=[CH:24][CH:23]=3)=[O:20])=O)C3C(=CC=CC=3)C=2C=CC=1.N1CCCCC1>C1COCC1>[NH2:17][C@@H:18]([CH3:49])[C:19]([NH:21][C:22]1[CH:48]=[CH:47][C:25]([CH2:26][C@@H:27]2[CH2:31][CH2:30][C@H:29]([C@H:32]([OH:39])[C:33]3[CH:34]=[N:35][CH:36]=[CH:37][CH:38]=3)[N:28]2[C:40]([O:42][C:43]([CH3:44])([CH3:45])[CH3:46])=[O:41])=[CH:24][CH:23]=1)=[O:20]. Reactants: C1=CC=CC=2C3=CC=CC=C3C(C12)OC(=O)N[C@H](C(=O)NC1=CC=C(C[C@H]2N([C@H](CC2)[C@@H](C=2C=NC=CC2)O)C(=O)OC(C)(C)C)C=C1)C (Tert-butyl(2S,5R)-2-{4-[((2S)-2-{[(9H-fluoren-9-yloxy)carbonyl]amino}propanoyl)amino]benzyl}-5-[(R)-hydroxy(pyridin-3-yl)methyl]pyrrolidine-1-carboxylate), N1CCCCC1 (piperidine). Run in C1CCOC1 (THF). Procedure details: To a stirred solution of 3.15 g (4.65 mmol) of tert-butyl(2S,5R)-2-{4-[((2S)-2-{[(9H-fluoren-9-yloxy)carbonyl]amino}propanoyl)amino]benzyl}-5-[(R)-hydroxy(pyridin-3-ylmethyl]pyrrolidine-1-carboxylate from step A in 3 mL of anhydrous THF was added 0.396 g (4.65 mmol) of piperidine. The resulting mixture was heated to 35° C. under an atmosphere of nitrogen for 2 h then all volatiles were removed in vacuo to afford the crude title compound which was used without further purification. LC-MS: m/z (ES... The product is N[C@H](C(=O)NC1=CC=C(C[C@H]2N([C@H](CC2)[C@@H](C=2C=NC=CC2)O)C(=O)OC(C)(C)C)C=C1)C (Tert-butyl(2S,5R)-2-(4-{[(2S)-2-aminopropanoyl]amino}benzyl)-5-[(R)-hydroxy(pyridin-3-yl)methyl]pyrrolidine-1-carboxylate). Run at temperature 35 celsius. Yields the product C1(CC1)C=1C=C(C(=NC1)N1CCN(CC1)C(=O)C1=CC=C(N=N1)N1C(OC[C@H]1CC)=O)C ((R)-3-{6-[4-(5-cyclopropyl-3-methylpyridin-2-yl)piperazine-1-carbonyl]pyridazin-3-yl}-4-ethyloxazolidin-2-one). Reactants: ClC1=CC=C(N=N1)C(=O)N1CCN(CC1)C1=NC=C(C=C1C)C1CC1 ((6-chloropyridazin-3-yl)[4-(5-cyclopropyl-3-methylpyridin-2-yl)piperazin-1-yl]methanone), C(C)[C@H]1NC(OC1)=O ((R)-4-ethyloxazolidin-2-one). Yield: 6.1%. RXN SMILES: Cl[C:2]1[N:7]=[N:6][C:5]([C:8]([N:10]2[CH2:15][CH2:14][N:13]([C:16]3[C:21]([CH3:22])=[CH:20][C:19]([CH:23]4[CH2:25][CH2:24]4)=[CH:18][N:17]=3)[CH2:12][CH2:11]2)=[O:9])=[CH:4][CH:3]=1.[CH2:26]([C@@H:28]1[CH2:32][O:31][C:30](=[O:33])[NH:29]1)[CH3:27]>>[CH:23]1([C:19]2[CH:20]=[C:21]([CH3:22])[C:16]([N:13]3[CH2:14][CH2:15][N:10]([C:8]([C:5]4[N:6]=[N:7][C:2]([N:29]5[C@H:28]([CH2:26][CH3:27])[CH2:32][O:31][C:30]5=[O:33])=[CH:3][CH:4]=4)=[O:9])[CH2:11][CH2:12]3)=[N:17][CH:18]=2)[CH2:25][CH2:24]1. Procedure details: Using (6-chloropyridazin-3-yl)[4-(5-cyclopropyl-3-methylpyridin-2-yl)piperazin-1-yl]methanone (107 mg) described in Preparation Example 233 and (R)-4-ethyloxazolidin-2-one (35 mg) and by the reaction and treatment in the same manner as in Example 1, the title compound (8 mg) was obtained. Starting materials: NC=1SC2=C(N1)C=CC(=C2)OC2=CC=C(C=C2)F (2-amino-6-(4-fluorophenoxy)benzothiazole), [OH-].[K+] (potassium hydroxide), C(C)(=O)O (acetic acid). Solvent: O (water), C(CO)O (ethylene glycol). Reaction conditions: time 2 hour. The product is NC1=C(C=C(C=C1)OC1=CC=C(C=C1)F)S (2-Amino-5-(4-fluorophenoxy)benzenethiol). Isolated yield 80.5%. Reaction SMILES: NC1[S:3][C:4]2[CH:10]=[C:9]([O:11][C:12]3[CH:17]=[CH:16][C:15]([F:18])=[CH:14][CH:13]=3)[CH:8]=[CH:7][C:5]=2[N:6]=1.[OH-].[K+].C(O)(=O)C>O.C(O)CO>[NH2:6][C:5]1[CH:7]=[CH:8][C:9]([O:11][C:12]2[CH:13]=[CH:14][C:15]([F:18])=[CH:16][CH:17]=2)=[CH:10][C:4]=1[SH:3] |f:1.2|. Reported procedure: 22 g of 2-amino-6-(4-fluorophenoxy)benzothiazole (prepared as described in preparation 7) were added to a mixture of a solution of 90 g of potassium hydroxide in 100 ml of water and 28 ml of ethylene glycol, and the mixture was stirred for 2 hours on an oil bath kept at 130° C under an atmosphere of nitrogen. After the mixture had been cooled to room temperature, 90 ml of acetic acid was added dropwise to the resulting homogenous solution to deposit a precipitate: this was extracted with toluene... The reactants are C(#N)C1=C2C=NN(C2=CC(=C1)C1=C2C=CN(C2=CC=C1)C(=O)OC(C)(C)C)S(=O)(=O)C1=CC=CC=C1 (1,1-dimethylethyl 4-[4-cyano-1-(phenylsulfonyl)-1H-indazol-6-yl]-1H-indole-1-carboxylate), C1(=CC=CC=C1)C (toluene), C(CCC)[Sn](=O)CCCC (dibutyl(oxo)stannane), C[Si](C)(C)N=[N+]=[N-] (trimethylsilyl azide). The solvent is O (water), C(C)(=O)O (acetic acid). Conditions: temperature 90 celsius. Yields the product N1C=CC2=C(C=CC=C12)C1=CC(=C2C=NN(C2=C1)S(=O)(=O)C1=CC=CC=C1)C1=NN=NN1 (6-(1H-Indol-4-yl)-1-(phenylsulfonyl)-4-(1H-tetrazol-5-yl)-1H-indazole). Yield: 33.0%. RXN SMILES: [C:1]([C:3]1[CH:11]=[C:10]([C:12]2[CH:20]=[CH:19][CH:18]=[C:17]3[C:13]=2[CH:14]=[CH:15][N:16]3C(OC(C)(C)C)=O)[CH:9]=[C:8]2[C:4]=1[CH:5]=[N:6][N:7]2[S:28]([C:31]1[CH:36]=[CH:35][CH:34]=[CH:33][CH:32]=1)(=[O:30])=[O:29])#[N:2].C1(C)C=CC=CC=1.C([Sn](CCCC)=O)CCC.C[Si]([N:58]=[N+:59]=[N-:60])(C)C>O.C(O)(=O)C>[NH:16]1[C:17]2[C:13](=[C:12]([C:10]3[CH:9]=[C:8]4[C:4]([CH:5]=[N:6][N:7]4[S:28]([C:31]4[CH:32]=[CH:33][CH:34]=[CH:35][CH:36]=4)(=[O:29])=[O:30])=[C:3]([C:1]4[NH:2][N:60]=[N:59][N:58]=4)[CH:11]=3)[CH:20]=[CH:19][CH:18]=2)[CH:14]=[CH:15]1. Procedure details: To a round bottomed flask was charged 1,1-dimethylethyl 4-[4-cyano-1-(phenylsulfonyl)-1H-indazol-6-yl]-1H-indole-1-carboxylate (6.16 g, 12.36 mmol) followed by toluene (250 ml). The resulting solution was then treated with dibutyl(oxo)stannane (0.554 g, 2.224 mmol) and trimethylsilyl azide (3.3 ml, 25.09 mmol). The mixture was heated to 90° C. overnight, then cooled to room temperature and concentrated in vacuo. The residue was dissolved in methanol/DCM and preabsorbed onto silica (20 g). This w... Starting materials: Br, CCOC(=O)CN(C)CCc1ccc(F)cc1[N+](=O)[O-], CC#N. The product is CN(CCc1ccc(F)cc1[N+](=O)[O-])CC(=O)O. Reaction SMILES: [BrH:21].[CH2:1]([CH3:2])[O:3][C:4]([CH2:5][N:6]([CH3:7])[CH2:8][CH2:9][c:10]1[c:11]([N+:17](=[O:18])[O-:19])[cH:12][c:13]([F:16])[cH:14][cH:15]1)=[O:20].[CH3:22][C:23]#[N:24]>>[O:3]=[C:4]([CH2:5][N:6]([CH3:7])[CH2:8][CH2:9][c:10]1[c:11]([N+:17](=[O:18])[O-:19])[cH:12][c:13]([F:16])[cH:14][cH:15]1)[OH:20].